Dataset: the Open Reaction Database (ORD), a public repository of structured organic reaction records. Task: describe an organic reaction: reactants, conditions, products, and yield The reactants are ClC1=CC=C(C=N1)CNC (6-chloro-N-methyl-3-pyridinemethanamine), CSC(N[N+](=O)[O-])=N (S-methyl-N-nitroisothiourea). Solvent: C(C)O (ethanol). Reaction conditions: temperature 50 celsius, time 2 hour. Product: ClC1=CC=C(C=N1)CN(C(=N)N[N+](=O)[O-])C (N-[(6-chloro-3-pyridinyl)methyl]-N-methyl-N'-nitroguanidine). Yield: 75.5%. RXN SMILES: [Cl:1][C:2]1[N:7]=[CH:6][C:5]([CH2:8][NH:9][CH3:10])=[CH:4][CH:3]=1.CS[C:13](=[NH:18])[NH:14][N+:15]([O-:17])=[O:16]>C(O)C>[Cl:1][C:2]1[N:7]=[CH:6][C:5]([CH2:8][N:9]([CH3:10])[C:13]([NH:14][N+:15]([O-:17])=[O:16])=[NH:18])=[CH:4][CH:3]=1. Procedure details: A mixture of 13.8 g of 6-chloro-N-methyl-3-pyridinemethanamine, 10.8 g of S-methyl-N-nitroisothiourea and 60 ml of ethanol was heated at 50° C. with stirring for 2 hours and then refluxed for additional 5 hours. After cooling, the separated crystal was collected by filtration, washed with a small amount of ethanol, and dried to obtain 14.7 g of the title compound. This compound is No.1 in Table 1. m.p.: 158.0° C. (Decomposed).